From a dataset of the Open Reaction Database (ORD), a public repository of structured organic reaction records. describe an organic reaction: reactants, conditions, products, and yield Reactants: CS(C)=O, CCOC(C)=O, Cc1cn[nH]c1, [Cu]I, Ic1ccc(I)cc1, [K+], [K+], O=C([O-])[O-], O, Oc1cccc2cccnc12. The product is Cc1cnn(-c2ccc(I)cc2)c1. RXN SMILES: [CH3:32][S:33]([CH3:34])=[O:35].[CH3:38][CH2:39][O:40][C:41]([CH3:42])=[O:43].[CH3:9][c:10]1[cH:11][n:12][nH:13][cH:14]1.[Cu:36][I:37].[I:1][c:2]1[cH:3][cH:4][c:5]([I:8])[cH:6][cH:7]1.[K+:26].[K+:27].[O-:28][C:29]([O-:30])=[O:31].[OH2:44].[OH:15][c:16]1[cH:17][cH:18][cH:19][c:20]2[c:21]1[n:22][cH:23][cH:24][cH:25]2>>[c:2]1(-[n:12]2[cH:11][c:10]([CH3:9])[cH:14][n:13]2)[cH:3][cH:4][c:5]([I:8])[cH:6][cH:7]1. Starting materials: [H-].[Al+3].[Li+].[H-].[H-].[H-] (lithium aluminum hydride), [Cl-].[NH4+] (ammonium chloride), CC1(CCOC2=CC=C(C=C12)C#COC(C1=CC=CC=C1)=O)C ((4,4-dimethylchroman-6-ylethynyl)benzoate), [H-] (hydride), C(C)(=O)OCC (ethyl acetate). Solvent: CCOCC (ether), C(C)OCC (diethyl ether). Run at temperature -65 celsius, time 1 hour. Product: CC1(CCOC2=CC=C(C=C12)C#CC1=CC=C(CO)C=C1)C (4-[4,4-dimethylchroman-6-ylethynyl]benzyl alcohol). RXN SMILES: [H-].[Al+3].[Li+].[H-].[H-].[H-].[CH3:7][C:8]1([CH3:29])[C:17]2[C:12](=[CH:13][CH:14]=[C:15]([C:18]#[C:19]OC(=O)C3C=CC=CC=3)[CH:16]=2)[O:11][CH2:10][CH2:9]1.[H-].C([O:34][CH2:35][CH3:36])(=O)C.[Cl-].[NH4+]>C(OCC)C>[CH3:29][C:8]1([CH3:7])[C:17]2[C:12](=[CH:13][CH:14]=[C:15]([C:18]#[C:19][C:8]3[CH:17]=[CH:16][C:36]([CH2:35][OH:34])=[CH:10][CH:9]=3)[CH:16]=2)[O:11][CH2:10][CH2:9]1 |f:0.1.2.3.4.5,9.10|. Procedure: A 250 ml 3-necked flask is fitted with a stirrer, a dripping funnel, a nitrogen inlet and a thermometer. In the flask is placed a solution of 379.5 mg (10 mmol) of lithium aluminum hydride in 30 ml of dry diethyl ether. The solution is cooled to -65° C. under nitrogen and a solution of 3.3441 g (10 mmol) of ethyl-4-((4,4-dimethylchroman-6-ylethynyl)benzoate in 15 ml of dry ether is added dropwise at a rate such that the temperature does not exceed -60° C. The mixture is stirred at -30° C. for 1 ... Starting materials: COC(=O)C(O)c1ccccc1-c1ccc2[nH]c(COc3ccc(C(F)(F)F)cc3)nc2c1, CO, CCOC(C)=O, Cl, [Li+], [OH-], O. The product is O=C(O)C(O)c1ccccc1-c1ccc2[nH]c(COc3ccc(C(F)(F)F)cc3)nc2c1. Reaction SMILES: [CH3:1][O:2][C:3]([CH:4]([c:5]1[c:6](-[c:11]2[cH:12][c:13]3[c:14]([nH:15][c:16]([CH2:18][O:19][c:20]4[cH:21][cH:22][c:23]([C:26]([F:27])([F:28])[F:29])[cH:24][cH:25]4)[n:17]3)[cH:30][cH:31]2)[cH:7][cH:8][cH:9][cH:10]1)[OH:32])=[O:33].[CH3:34][OH:35].[CH3:39][CH2:40][O:41][C:42]([CH3:43])=[O:44].[ClH:38].[Li+:36].[OH-:37].[OH2:45]>>[O:2]=[C:3]([CH:4]([c:5]1[c:6](-[c:11]2[cH:12][c:13]3[c:14]([nH:15][c:16]([CH2:18][O:19][c:20]4[cH:21][cH:22][c:23]([C:26]([F:27])([F:28])[F:29])[cH:24][cH:25]4)[n:17]3)[cH:30][cH:31]2)[cH:7][cH:8][cH:9][cH:10]1)[OH:32])[OH:33].